This data is from the Open Reaction Database (ORD), a public repository of structured organic reaction records. The task is: describe an organic reaction: reactants, conditions, products, and yield Starting materials: ClC1=CC=C(N)C=C1 (4-chloroaniline), 3d, C(OC(C)OC(CCC)=O)(=O)Cl (1-butanoyloxyethyl carbonochloridate), C(Cl)(Cl)(Cl)Cl (CCl4). The solvent is CCOCC (Et2O), C(Cl)(Cl)Cl (CHCl3). Run at temperature -40 celsius, time 3 hour. Yields the product ClC1=CC=C(C=C1)NC(OC(C)OC(CCC)=O)=O (1-Butanoyloxyethyl 4-Chlorophenylcarbamate). Yield: 28.0%. RXN SMILES: [C:1](Cl)(=[O:11])[O:2][CH:3]([O:5][C:6](=[O:10])[CH2:7][CH2:8][CH3:9])[CH3:4].C(Cl)(Cl)(Cl)Cl.[Cl:18][C:19]1[CH:25]=[CH:24][C:22]([NH2:23])=[CH:21][CH:20]=1>C(Cl)(Cl)Cl.CCOCC>[Cl:18][C:19]1[CH:25]=[CH:24][C:22]([NH:23][C:1](=[O:11])[O:2][CH:3]([O:5][C:6](=[O:10])[CH2:7][CH2:8][CH3:9])[CH3:4])=[CH:21][CH:20]=1. Reported procedure: A solution of 1-butanoyloxyethyl carbonochloridate (5 mmol) in CHCl3 (10 mL) prepared as above but substituting CHCl3 for CCl4 is added to a solution of 4-chloroaniline (1.3 g, 10 mmol) in Et2O (40 mL) at -70° C. Following stirring for 2 h at -70° C. and 3 h at -40° C. the mixture is kept at -20° C. for 3d. After filtration, treatment of the filtrate with charcoal, and evaporation of the filtrate the residue is triturated with ice-cold pentane (15 mL) and recrystallized from pentane (70 mL) to y... Reactants: CC(=C)C(=C)C (2,3-dimethyl-1,3-butadiene), CCOC(=O)C (EtOAc), C1(O)=CC=C(O)C=C1 (hydroquinone), quinone, C1(=CC=CC=C1)C (toluene), CCOC(=O)C (EtOAc). The product is CC=1CC2C(C=C(C(C2CC1C)=O)OC)=O (6,7-dimethyl-2-methoxy-4a,5,8,8a-tetrahydronaphthalene-1,4-dione). RXN SMILES: C[CH2:2][O:3]C(C)=O.C1(C)C=CC=CC=1.[C:14]1([CH:21]=[CH:20][C:18]([OH:19])=[CH:17][CH:16]=1)[OH:15].[CH3:22][C:23]([C:25]([CH3:27])=[CH2:26])=[CH2:24]>CO>[CH3:24][C:23]1[CH2:22][CH:20]2[CH:21]([CH2:26][C:25]=1[CH3:27])[C:14](=[O:15])[C:16]([O:3][CH3:2])=[CH:17][C:18]2=[O:19]. The solvent is CO (MeOH). Procedure details: To a vigorously stirred solution of NaIO4 (33.5 g, 157 mmol, Baker) in H2O (1500 mL), there was added solid 2-methoxyhydroquinone (11.00 g, 50.0 mmol) in portions. The reaction immediately became dark orange. The reaction was allowed to stir for 1 h at rt and was extracted with CH2Cl2 (3×150 mL). The extract was washed with half saturated brine (1×150 mL), filtered through cotton and the solvent removed in vacuo to yield 2-methoxybenzoquinone as an orange solid (10.5 g) which was of sufficient p... Conditions: temperature 65 celsius, time 8 hour. Starting materials: C1(=CC=CC=2C(=CC=CC12)S(=O)(=O)O)S(=O)(=O)O (1,5-naphthalene disulphonic acid), COC(CCN1CC2C(C3=C(CC2C1)C=CC=C3)C3=CC=CC=C3)=O ((3aRS,4SR,9aSR)-3a,4,9,9a-tetrahydro-4-phenyl-benz[f]isoindoline-2-propionic acid methyl ester), [OH-].[Na+] (caustic soda). Run in Cl (hydrochloric acid). The product is bis-1,5-naphthalene-disulphonate, C1(=CC=CC=C1)C1C2=C(CC3CN(CC13)CCC(=O)O)C=CC=C2 ((3aRS,4SR,9aSR)-3a,4,9,9a-tetrahydro-4-phenyl-benz[f]isoindoline-2-propionic acid). As a reaction SMILES: C[O:2][C:3](=[O:25])[CH2:4][CH2:5][N:6]1[CH2:14][CH:13]2[CH:8]([CH:9]([C:19]3[CH:24]=[CH:23][CH:22]=[CH:21][CH:20]=3)[C:10]3[CH:18]=[CH:17][CH:16]=[CH:15][C:11]=3[CH2:12]2)[CH2:7]1.[OH-].[Na+].C1(S(O)(=O)=O)C2C=CC=C(S(O)(=O)=O)C=2C=CC=1>Cl>[C:19]1([CH:9]2[CH:8]3[CH:13]([CH2:14][N:6]([CH2:5][CH2:4][C:3]([OH:25])=[O:2])[CH2:7]3)[CH2:12][C:11]3[CH:15]=[CH:16][CH:17]=[CH:18][C:10]2=3)[CH:20]=[CH:21][CH:22]=[CH:23][CH:24]=1 |f:1.2|. Procedure: 10 g of (3aRS,4SR,9aSR)-3a,4,9,9a-tetrahydro-4-phenyl-benz[f]isoindoline-2-propionic acid methyl ester are heated to the boil at reflux in 50 cc of 2 N hydrochloric acid for 5 hours. The solution is then concentrated by evaporation, the residue is dissolved in water, the pH of the solution is adjusted to 1 with caustic soda solution, and 1 equivalent of 1,5-naphthalene disulphonic acid is added, whereby the bis-1,5-naphthalene-disulphonate salt form of the title compound is obtained in sticky fo... Reactants: nitric ester, [N+](=O)(O)[O-].C(O)CN (monoethanolamine nitrate), Cl.C(C1=CC=NC=C1)Cl (isonicotinyl chloride hydrochloride). Solvent: O (water), C([O-])([O-])=O.[K+].[K+] (potassium carbonate), O1CCCC1 (tetrahydrofuran), C([O-])([O-])=O.[K+].[K+] (potassium carbonate). Yields the product nitric ester, OCCNC(C1=CC=NC=C1)=O (N-(2-hydroxyethyl) isonicotinamide). Reaction SMILES: [N+]([O-])(O)=[O:2].[CH2:5]([CH2:7][NH2:8])[OH:6].Cl.[CH2:10](Cl)[C:11]1[CH:16]=[CH:15][N:14]=[CH:13][CH:12]=1>O.C(=O)([O-])[O-].[K+].[K+].O1CCCC1>[OH:6][CH2:5][CH2:7][NH:8][C:10](=[O:2])[C:11]1[CH:16]=[CH:15][N:14]=[CH:13][CH:12]=1 |f:0.1,2.3,5.6.7|. Procedure: To a mixture of 1.69 g of the nitric ester of monoethanolamine nitrate in 5 ml of water, 3.8 ml of 35% potassium carbonate solution and 17 ml of tetrahydrofuran were added alternately 3 g of isonicotinyl chloride hydrochloride and 11.2 ml of 35% potassium carbonate aqueous solution over 30 minutes under stirring at 0° to 5° C. The reaction mixture was stirred for an additional 15 minutes, and the organic layer was separated. The aqueous layer was extracted with tetrahydrofuran and the extract wa... The reactants are CCOC(C)=O, COCCCCn1c(C(=O)N(CC(C)C)C2CC(C(=O)N3CCOCC3)CN(C(=O)OC(C)(C)C)C2)cc2ccccc21, Cl. Product: COCCCCn1c(C(=O)N(CC(C)C)C2CNCC(C(=O)N3CCOCC3)C2)cc2ccccc21, Cl. As a reaction SMILES: [C:44]([O:45][CH2:46][CH3:47])(=[O:48])[CH3:49].[CH3:1][O:2][CH2:3][CH2:4][CH2:5][CH2:6][n:7]1[c:8]([C:16](=[O:17])[N:18]([CH:19]2[CH2:20][N:21]([C:33]([O:34][C:35]([CH3:36])([CH3:37])[CH3:38])=[O:39])[CH2:22][CH:23]([C:25](=[O:26])[N:27]3[CH2:28][CH2:29][O:30][CH2:31][CH2:32]3)[CH2:24]2)[CH2:40][CH:41]([CH3:42])[CH3:43])[cH:9][c:10]2[cH:11][cH:12][cH:13][cH:14][c:15]12.[ClH:50]>>[CH3:1][O:2][CH2:3][CH2:4][CH2:5][CH2:6][n:7]1[c:8]([C:16](=[O:17])[N:18]([CH:19]2[CH2:20][NH:21][CH2:22][CH:23]([C:25](=[O:26])[N:27]3[CH2:28][CH2:29][O:30][CH2:31][CH2:32]3)[CH2:24]2)[CH2:40][CH:41]([CH3:42])[CH3:43])[cH:9][c:10]2[cH:11][cH:12][cH:13][cH:14][c:15]12.[ClH:50]. Starting materials: [Cl-].[Na+] (sodium chloride), C(#N)C1=CC=C(C=O)C=C1 (p-cyanobenzaldehyde), CC1(OC(=CC1=O)C)C1=CC=C(C=C1)F (2,5-dimethyl-2-(4-fluorphenyl)-3(2H)-furanone), [OH-].[Na+] (sodium hydroxide). Solvent: C(C)O (ethanol). Conditions: time 2 day. The product is FC1=CC=C(C=C1)C1(OC(=CC1=O)C=CC1=CC=C(C#N)C=C1)C (4-[2-[2,3-Dihydro-2-(4-fluorophenyl)-2-methyl-3-oxo-5-furanyl]ethenyl]benzonitrile). The yield is 38.7%. RXN SMILES: [C:1]([C:3]1[CH:10]=[CH:9][C:6]([CH:7]=O)=[CH:5][CH:4]=1)#[N:2].[CH3:11][C:12]1([C:19]2[CH:24]=[CH:23][C:22]([F:25])=[CH:21][CH:20]=2)[C:16](=[O:17])[CH:15]=[C:14]([CH3:18])[O:13]1.[OH-].[Na+].[Cl-].[Na+]>C(O)C>[F:25][C:22]1[CH:23]=[CH:24][C:19]([C:12]2([CH3:11])[C:16](=[O:17])[CH:15]=[C:14]([CH:18]=[CH:7][C:6]3[CH:9]=[CH:10][C:3]([C:1]#[N:2])=[CH:4][CH:5]=3)[O:13]2)=[CH:20][CH:21]=1 |f:2.3,4.5|. Procedure details: To a solution of p-cyanobenzaldehyde (1.6 g, 11.8 mM) and 2,5-dimethyl-2-(4-fluorphenyl)-3(2H)-furanone (2.0 g, 9.8 mM) in ethanol (75 mL), was added 1N aqueous sodium hydroxide (1.0 mL, 1 mM). After the reaction solution was stirred at room temperature for two days, saturated aqueous sodium chloride (400 mL) was added. The aqueous layer was extracted with dichloromethane (3×100 mL). The combined dichloromethane extracts were washed with saturated aqueous sodium chloride (50 mL), dried over MgSO...